From a dataset of the Open Reaction Database (ORD), a public repository of structured organic reaction records. describe an organic reaction: reactants, conditions, products, and yield The reactants are COP(C)(=O)c1cc(-c2ccccc2)sc1[N+](=O)[O-], CCO, [Cl-], [Fe], [NH4+], O. Yields the product COP(C)(=O)c1cc(-c2ccccc2)sc1N. As a reaction SMILES: [CH3:1][P:2]([O:3][CH3:4])(=[O:5])[c:6]1[c:7]([N+:17]([O-:18])=[O:19])[s:8][c:9](-[c:11]2[cH:12][cH:13][cH:14][cH:15][cH:16]2)[cH:10]1.[CH3:22][CH2:23][OH:24].[Cl-:20].[Fe:26].[NH4+:21].[OH2:25]>>[CH3:1][P:2]([O:3][CH3:4])(=[O:5])[c:6]1[c:7]([NH2:17])[s:8][c:9](-[c:11]2[cH:12][cH:13][cH:14][cH:15][cH:16]2)[cH:10]1. Reactants: CO, CC[Si](CC)(CC)OC1CCC(N2CCC3(CCCN(C(=O)OCc4ccccc4)C3)C2=O)CC1. Yields the product CC[Si](CC)(CC)OC1CCC(N2CCC3(CCCNC3)C2=O)CC1. Reaction SMILES: [CH3:36][OH:37].[O:1]=[C:2]1[N:3]([CH:22]2[CH2:23][CH2:24][CH:25]([O:28][Si:29]([CH2:30][CH3:31])([CH2:32][CH3:33])[CH2:34][CH3:35])[CH2:26][CH2:27]2)[CH2:4][CH2:5][C:6]12[CH2:7][N:8]([C:12]([O:13][CH2:14][c:15]1[cH:16][cH:17][cH:18][cH:19][cH:20]1)=[O:21])[CH2:9][CH2:10][CH2:11]2>>[O:1]=[C:2]1[N:3]([CH:22]2[CH2:23][CH2:24][CH:25]([O:28][Si:29]([CH2:30][CH3:31])([CH2:32][CH3:33])[CH2:34][CH3:35])[CH2:26][CH2:27]2)[CH2:4][CH2:5][C:6]12[CH2:7][NH:8][CH2:9][CH2:10][CH2:11]2.